Dataset: the Open Reaction Database (ORD), a public repository of structured organic reaction records. Task: describe an organic reaction: reactants, conditions, products, and yield Reaction SMILES: [Br-:25].[Br-:26].[Br-:28].[CH3:1][O:2][c:3]1[cH:4][c:5]([CH2:11][CH2:12][CH:13]([OH:14])[C:15]2([CH2:18][CH3:19])[CH2:16][CH2:17]2)[cH:6][cH:7][c:8]1[O:9][CH3:10].[Li+:24].[P:20]([Br:21])([Br:22])[Br:23].[Zn+2:27]>>[CH3:1][O:2][c:3]1[cH:4][c:5]([CH2:11][CH2:12][CH:13]=[C:15]([CH2:16][CH2:17][Br:21])[CH2:18][CH3:19])[cH:6][cH:7][c:8]1[O:9][CH3:10]. Starting materials: [Br-], [Br-], [Br-], CCC1(C(O)CCc2ccc(OC)c(OC)c2)CC1, [Li+], BrP(Br)Br, [Zn+2]. Yields the product CCC(=CCCc1ccc(OC)c(OC)c1)CCBr. Reactants: [BH4-], CO, COCCOC, Cl, [Na+], O=C(Cc1c(-c2ccccc2)c2cc3c(cc2oc1=O)C(=O)CC3)Nc1ccc(F)cc1C(F)(F)F. Yields the product O=C(Cc1c(-c2ccccc2)c2cc3c(cc2oc1=O)C(O)CC3)Nc1ccc(F)cc1C(F)(F)F. RXN SMILES: [BH4-:1].[CH3:39][OH:40].[CH3:42][O:43][CH2:44][CH2:45][O:46][CH3:47].[ClH:41].[Na+:2].[O:3]=[c:4]1[o:5][c:6]2[cH:7][c:8]3[c:9]([cH:10][c:11]2[c:12](-[c:29]2[cH:30][cH:31][cH:32][cH:33][cH:34]2)[c:13]1[CH2:14][C:15](=[O:16])[NH:17][c:18]1[c:19]([C:25]([F:26])([F:27])[F:28])[cH:20][c:21]([F:24])[cH:22][cH:23]1)[CH2:35][CH2:36][C:37]3=[O:38]>>[O:3]=[c:4]1[o:5][c:6]2[cH:7][c:8]3[c:9]([cH:10][c:11]2[c:12](-[c:29]2[cH:30][cH:31][cH:32][cH:33][cH:34]2)[c:13]1[CH2:14][C:15](=[O:16])[NH:17][c:18]1[c:19]([C:25]([F:26])([F:27])[F:28])[cH:20][c:21]([F:24])[cH:22][cH:23]1)[CH2:35][CH2:36][CH:37]3[OH:38]. Starting materials: FC1=CC=C2C=CC(N3C2=C1C(C3)CNCC[C@H]3CN(C(O3)=O)C=3C=CC1=C(NC(CS1)=O)C3)=O ((1RS)-9-fluoro-1-({2-[(S)-2-oxo-3-(3-oxo-3,4-dihydro-2H-benzo[1,4]thiazin-6-yl)-oxazolidin-5-yl]-ethylamino}-methyl)-1,2-dihydro-pyrrolo[3,2,1-ij]quinolin-4-one), [Si](C)(C)(C(C)(C)C)OCC=O (tert-butyldimethylsilyloxy-acetaldehyde). Product: C(C)(C)(C)[Si](OCCN(CC[C@H]1CN(C(O1)=O)C=1C=CC2=C(NC(CS2)=O)C1)CC1CN2C(C=CC3=CC=C(C1=C23)F)=O)(C)C ((RS)-1-[([2-(tert-butyl-dimethyl-silanyloxy)-ethyl]-{2-[(S)-2-oxo-3-(3-oxo-3,4-dihydro-2H-benzo[1,4]thiazin-6-yl)-oxazolidin-5-yl]-ethyl}-amino)-methyl]-9-fluoro-1,2-dihydro-pyrrolo[3,2,1-ij]quinolin-4-one). Isolated yield 59.0%. Reaction SMILES: [F:1][C:2]1[C:11]2[CH:12]([CH2:14][NH:15][CH2:16][CH2:17][C@@H:18]3[O:22][C:21](=[O:23])[N:20]([C:24]4[CH:25]=[CH:26][C:27]5[S:32][CH2:31][C:30](=[O:33])[NH:29][C:28]=5[CH:34]=4)[CH2:19]3)[CH2:13][N:9]3[C:10]=2[C:5]([CH:6]=[CH:7][C:8]3=[O:35])=[CH:4][CH:3]=1.[Si:36]([O:43][CH2:44][CH:45]=O)([C:39]([CH3:42])([CH3:41])[CH3:40])([CH3:38])[CH3:37]>>[C:39]([Si:36]([CH3:38])([CH3:37])[O:43][CH2:44][CH2:45][N:15]([CH2:14][CH:12]1[C:11]2=[C:10]3[C:5](=[CH:4][CH:3]=[C:2]2[F:1])[CH:6]=[CH:7][C:8](=[O:35])[N:9]3[CH2:13]1)[CH2:16][CH2:17][C@@H:18]1[O:22][C:21](=[O:23])[N:20]([C:24]2[CH:25]=[CH:26][C:27]3[S:32][CH2:31][C:30](=[O:33])[NH:29][C:28]=3[CH:34]=2)[CH2:19]1)([CH3:42])([CH3:41])[CH3:40]. Procedure: Starting from the compound of Example 4 and tert-butyldimethylsilyloxy-acetaldehyde and using procedure E, the title compound was obtained as a yellow foam (55 mg; 59% yield).